This data is from the Open Reaction Database (ORD), a public repository of structured organic reaction records. The task is: describe an organic reaction: reactants, conditions, products, and yield The reactants are BrC1=NC=C(C(=N1)NC1=NNC(=C1)C1CC1)Cl (2-bromo-5-chloro-N-(5-cyclopropyl-1H-pyrazol-3-yl)pyrimidin-4-amine), [C-]#N.[K+] (KCN), 1,4-diazobicyclo[2,2,2]octan. Run in CS(=O)C (DMSO), O (H2O), O (H2O). Run at temperature 80 celsius, time 4 hour. Product: ClC=1C(=NC(=NC1)C#N)NC1=NNC(=C1)C1CC1 (5-chloro-4-(5-cyclopropyl-1H-pyrazol-3-ylamino)pyrimidine-2-carbonitrile). Yield: 76.4%. As a reaction SMILES: Br[C:2]1[N:7]=[C:6]([NH:8][C:9]2[CH:13]=[C:12]([CH:14]3[CH2:16][CH2:15]3)[NH:11][N:10]=2)[C:5]([Cl:17])=[CH:4][N:3]=1.[C-:18]#[N:19].[K+]>CS(C)=O.O>[Cl:17][C:5]1[C:6]([NH:8][C:9]2[CH:13]=[C:12]([CH:14]3[CH2:16][CH2:15]3)[NH:11][N:10]=2)=[N:7][C:2]([C:18]#[N:19])=[N:3][CH:4]=1 |f:1.2|. Reported procedure: A mixture of 2-bromo-5-chloro-N-(5-cyclopropyl-1H-pyrazol-3-yl)pyrimidin-4-amine (3.0 g, 9.54 mmol, 1.0 eq), KCN (1.24 g, 19.07 mmol, 2.0 eq) and 1,4-diazobicyclo[2,2,2]octan (DABCO.6H2O) (4.20 g, 19.07 mmol, 2.0 eq) in DMSO (50 mL) and H2O (10 mL) was stirred at 80° C. for 4 h. The reaction mixture was diluted with H2O (50 mL) and extracted with EtOAc (3×100 mL). The combined organic phases were washed (brine), dried (Na2SO4), filtered and concentrated. The residue was purified by silica gel ch...